describe an organic reaction: reactants, conditions, products, and yield From a dataset of the Open Reaction Database (ORD), a public repository of structured organic reaction records. Product: BrC=1C=C(C=2NC=3C=C(C=CC3C2N1)C(=O)N1CCOCC1)C(=O)OC (methyl 2-bromo-7-(morpholine-4-carbonyl)-5H-pyrido[3,2-b]indole-4-carboxylate). Reaction SMILES: [N:1]([C:4]1[C:13]([C:14]2[CH:19]=[CH:18][C:17]([C:20]([N:22]3[CH2:27][CH2:26][O:25][CH2:24][CH2:23]3)=[O:21])=[CH:16][CH:15]=2)=[N:12][C:11]([Br:28])=[CH:10][C:5]=1[C:6]([O:8][CH3:9])=[O:7])=[N+]=[N-]>ClC1C=CC=CC=1Cl>[Br:28][C:11]1[CH:10]=[C:5]([C:6]([O:8][CH3:9])=[O:7])[C:4]2[NH:1][C:15]3[CH:16]=[C:17]([C:20]([N:22]4[CH2:27][CH2:26][O:25][CH2:24][CH2:23]4)=[O:21])[CH:18]=[CH:19][C:14]=3[C:13]=2[N:12]=1. Procedure: A solution of methyl 3-azido-6-bromo-2-(4-(morpholine-4-carbonyl)phenyl)-isonicotinate (7.2 g, 16.1 mmol) in 1,2-dichlorobenzene (115 mL) was placed in a 180° C. oil bath and stirred for 10 minutes. The solvent was removed, the residue suspended in methylene chloride, and the solid collected by filtration. This was resuspended in methylene chloride and filtered to afford methyl 2-bromo-7-(morpholine-4-carbonyl)-5H-pyrido[3,2-b]indole-4-carboxylate (3.02 gm, 45% yield). Removal of the solvent fro... Run at time 10 minute. Yield: 44.8%. Reactants: N(=[N+]=[N-])C1=C(C(=O)OC)C=C(N=C1C1=CC=C(C=C1)C(=O)N1CCOCC1)Br (methyl 3-azido-6-bromo-2-(4-(morpholine-4-carbonyl)phenyl)-isonicotinate). Run in ClC1=C(C=CC=C1)Cl (1,2-dichlorobenzene). Reactants: BrC=1C=C(C=CC1)/C=C/C(=O)O (trans-3-(3-bromophenyl)-2-propenoic acid), S(O)(O)(=O)=O (sulfuric acid), CO (methanol). Yields the product BrC=1C=C(C=CC1)/C=C/C(=O)OC (Methyl trans 3-(3-bromophenyl)-2-propenoate). The yield is 47.0%. RXN SMILES: [Br:1][C:2]1[CH:3]=[C:4](/[CH:8]=[CH:9]/[C:10]([OH:12])=[O:11])[CH:5]=[CH:6][CH:7]=1.S(=O)(=O)(O)O.[CH3:18]O>>[Br:1][C:2]1[CH:3]=[C:4](/[CH:8]=[CH:9]/[C:10]([O:12][CH3:18])=[O:11])[CH:5]=[CH:6][CH:7]=1. Reported procedure: A solution of trans-3-(3-bromophenyl)-2-propenoic acid (0.405 mol) in methanol (300 ml) was treated with conc. sulfuric acid (6.0 ml) and heated under reflux for 10 h. The cooled mixture was filtered to afford the title compound (46.14 g, 47%) as brilliant white crystals, m.p. 53-55° C. (Found: C, 50.10; H, 3.58; Br; 33.21. C10H9BrO2 requires C, 49.82; H, 3.76; Br, 33.14%); Vmax (nujol)/cm-1 1730.5, 1715.0, 1644; δH (270 MHz) 3.81 (3H, s, OCH3); 6.43 (1H, d, 2-H, 3J2,3 =16.2 Hz); 7.25 (1H, t, 5'... Starting materials: COC(=O)c1cc(O)cc(OCc2ccccc2)c1, CCN(C(C)C)C(C)C, Cc1cccc(C)c1B(O)O, ClCCl, O=S(=O)(OS(=O)(=O)C(F)(F)F)C(F)(F)F, [K+], [K+], [K+], O=P([O-])([O-])[O-], c1ccc(P(c2ccccc2)(c2ccccc2)[Pd](P(c2ccccc2)(c2ccccc2)c2ccccc2)(P(c2ccccc2)(c2ccccc2)c2ccccc2)P(c2ccccc2)(c2ccccc2)c2ccccc2)cc1. Product: COC(=O)c1cc(OCc2ccccc2)cc(-c2c(C)cccc2C)c1. Reaction SMILES: [CH2:1]([c:2]1[cH:3][cH:4][cH:5][cH:6][cH:7]1)[O:8][c:9]1[cH:10][c:11]([C:12](=[O:13])[O:14][CH3:15])[cH:16][c:17]([OH:19])[cH:18]1.[CH2:20]([N:21]([CH:22]([CH3:23])[CH3:24])[CH:25]([CH3:26])[CH3:27])[CH3:28].[CH3:44][c:45]1[c:46]([B:52]([OH:53])[OH:54])[c:47]([CH3:51])[cH:48][cH:49][cH:50]1.[Cl:63][CH2:64][Cl:65].[F:29][C:30]([S:31]([O:32][S:33]([C:34]([F:35])([F:36])[F:37])(=[O:38])=[O:39])(=[O:40])=[O:41])([F:42])[F:43].[K+:60].[K+:61].[K+:62].[P:55]([O-:56])([O-:57])([O-:58])=[O:59].[cH:66]1[cH:67][cH:68][c:69]([P:70]([Pd:71]([P:72]([c:73]2[cH:74][cH:75][cH:76][cH:77][cH:78]2)([c:79]2[cH:80][cH:81][cH:82][cH:83][cH:84]2)[c:85]2[cH:86][cH:87][cH:88][cH:89][cH:90]2)([P:91]([c:92]2[cH:93][cH:94][cH:95][cH:96][cH:97]2)([c:98]2[cH:99][cH:100][cH:101][cH:102][cH:103]2)[c:104]2[cH:105][cH:106][cH:107][cH:108][cH:109]2)[P:110]([c:111]2[cH:112][cH:113][cH:114][cH:115][cH:116]2)([c:117]2[cH:118][cH:119][cH:120][cH:121][cH:122]2)[c:123]2[cH:124][cH:125][cH:126][cH:127][cH:128]2)([c:129]2[cH:130][cH:131][cH:132][cH:133][cH:134]2)[c:135]2[cH:136][cH:137][cH:138][cH:139][cH:140]2)[cH:141][cH:142]1>>[CH2:1]([c:2]1[cH:3][cH:4][cH:5][cH:6][cH:7]1)[O:8][c:9]1[cH:10][c:11]([C:12](=[O:13])[O:14][CH3:15])[cH:16][c:17](-[c:46]2[c:45]([CH3:44])[cH:50][cH:49][cH:48][c:47]2[CH3:51])[cH:18]1.